The task is: describe an organic reaction: reactants, conditions, products, and yield. This data is from the Open Reaction Database (ORD), a public repository of structured organic reaction records. The reactants are C(C)(C)(C)C1=CC=C(C=C1)N1C(N(C(C1=O)(C)C)CC1=CC(=NC=C1)Cl)=O (3-(4-tert-butylphenyl)-1-[(2-chloropyridin-4-yl)methyl]-5,5-dimethylimidazolidine-2,4-dione), C1(CC1)N (cyclopropylamine). Conditions: temperature 150 celsius. The product is C(C)(C)(C)C1=CC=C(C=C1)N1C(N(C(C1=O)(C)C)CC1=CC(=NC=C1)NC1CC1)=O (3-(4-tert-butylphenyl)-1-{[2-(cyclopropylamino)pyridin-4-yl]methyl}-5,5-dimethylimidazolidine-2,4-dione). RXN SMILES: [C:1]([C:5]1[CH:10]=[CH:9][C:8]([N:11]2[C:15](=[O:16])[C:14]([CH3:18])([CH3:17])[N:13]([CH2:19][C:20]3[CH:25]=[CH:24][N:23]=[C:22](Cl)[CH:21]=3)[C:12]2=[O:27])=[CH:7][CH:6]=1)([CH3:4])([CH3:3])[CH3:2].[CH:28]1([NH2:31])[CH2:30][CH2:29]1>>[C:1]([C:5]1[CH:10]=[CH:9][C:8]([N:11]2[C:15](=[O:16])[C:14]([CH3:18])([CH3:17])[N:13]([CH2:19][C:20]3[CH:25]=[CH:24][N:23]=[C:22]([NH:31][CH:28]4[CH2:30][CH2:29]4)[CH:21]=3)[C:12]2=[O:27])=[CH:7][CH:6]=1)([CH3:4])([CH3:3])[CH3:2]. Procedure details: A suspension of 0.6 g of 3-(4-tert-butylphenyl)-1-[(2-chloropyridin-4-yl)methyl]-5,5-dimethylimidazolidine-2,4-dione obtained in stage a) of Example 7 in 1.1 mL of cyclopropylamine is heated by microwave at 150° C. for 6 hours and then concentrated under reduced pressure. The residue is purified by chromatography on a column of silica, eluting with a mixture of petroleum ether and ethyl acetate (50/50 by volume) to give 48 mg of 3-(4-tert-butylphenyl)-1-{[2-(cyclopropylamino)pyridin-4-yl]methyl}...